This data is from the Open Reaction Database (ORD), a public repository of structured organic reaction records. The task is: describe an organic reaction: reactants, conditions, products, and yield The product is CC(C)(C)c1cc(NC(=O)Nc2ccc(Oc3ccnc4[nH]c(=O)[nH]c34)cc2)n(-c2ccc(F)cc2)n1. The reactants are CC(C)(C)c1cc(NC(=O)Oc2ccccc2)n(-c2ccc(F)cc2)n1, C1CCOC1, Nc1ccc(Oc2ccnc3[nH]c(=O)[nH]c23)cc1. Reaction SMILES: [C:1]([CH3:2])([CH3:3])([CH3:4])[c:5]1[n:6][n:7](-[c:20]2[cH:21][cH:22][c:23]([F:26])[cH:24][cH:25]2)[c:8]([NH:10][C:11]([O:12][c:13]2[cH:14][cH:15][cH:16][cH:17][cH:18]2)=[O:19])[cH:9]1.[CH2:45]1[O:46][CH2:47][CH2:48][CH2:49]1.[NH2:27][c:28]1[cH:29][cH:30][c:31]([O:32][c:33]2[c:34]3[c:35]([n:36][cH:37][cH:38]2)[nH:39][c:40](=[O:42])[nH:41]3)[cH:43][cH:44]1>>[C:1]([CH3:2])([CH3:3])([CH3:4])[c:5]1[n:6][n:7](-[c:20]2[cH:21][cH:22][c:23]([F:26])[cH:24][cH:25]2)[c:8]([NH:10][C:11](=[O:19])[NH:27][c:28]2[cH:29][cH:30][c:31]([O:32][c:33]3[c:34]4[c:35]([n:36][cH:37][cH:38]3)[nH:39][c:40](=[O:42])[nH:41]4)[cH:43][cH:44]2)[cH:9]1. Reactants: N1=CC=CC=C1 (pyridine), ClC=1C=C(C=C(C1)Cl)N (3,5-dichlorophenylamine), C(C)(=O)OC(C)=O (acetic anhydride). The solvent is C(Cl)(Cl)Cl (chloroform). Reaction conditions: time 12 hour. The product is ClC=1C=C(C=C(C1)Cl)NC(C)=O (N-(3,5-Dichlorophenyl)acetamide). RXN SMILES: N1C=CC=CC=1.[Cl:7][C:8]1[CH:9]=[C:10]([NH2:15])[CH:11]=[C:12]([Cl:14])[CH:13]=1.[C:16](OC(=O)C)(=[O:18])[CH3:17]>C(Cl)(Cl)Cl>[Cl:7][C:8]1[CH:9]=[C:10]([NH:15][C:16](=[O:18])[CH3:17])[CH:11]=[C:12]([Cl:14])[CH:13]=1. Procedure: 200 ml of pyridine are added dropwise to 100 g of 3,5-dichlorophenylamine in 3000 ml of chloroform, followed by addition of 90 ml of acetic anhydride. The reaction mixture is stirred for 12 hours at room temperature. The solvents are evaporated off under reduced pressure and the residue obtained is recrystallized from 1000 ml of ethyl acetate; m.p.=182° C. Starting materials: BrCCOC (1-bromo-2-methoxyethane), [Li+].CC(C)[N-]C(C)C (LDA), N1(CCC(CC1)C(=O)OCC)C(=O)OC(C)(C)C (1-tert-butyl 4-ethyl piperidine-1,4-dicarboxylate), OS(=O)(=O)[O-].[K+] (KHSO4). Solvent: C1CCOC1 (THF), C1CCOC1 (THF), C1CCOC1 (THF). Reaction conditions: temperature -5 celsius, time 3 hour. Yields the product C(C)OC(=O)C1(CCN(CC1)C(=O)OC(C)(C)C)CCOC (4-(2-Methoxy-ethyl)-piperidine-1,4-dicarboxylic acid 1-tert-butyl ester 4-ethyl ester). As a reaction SMILES: [Li+].CC([N-]C(C)C)C.[N:9]1([C:20]([O:22][C:23]([CH3:26])([CH3:25])[CH3:24])=[O:21])[CH2:14][CH2:13][CH:12]([C:15]([O:17][CH2:18][CH3:19])=[O:16])[CH2:11][CH2:10]1.Br[CH2:28][CH2:29][O:30][CH3:31].OS([O-])(=O)=O.[K+]>C1COCC1>[CH2:18]([O:17][C:15]([C:12]1([CH2:28][CH2:29][O:30][CH3:31])[CH2:11][CH2:10][N:9]([C:20]([O:22][C:23]([CH3:25])([CH3:24])[CH3:26])=[O:21])[CH2:14][CH2:13]1)=[O:16])[CH3:19] |f:0.1,4.5|. Reported procedure: To a solution of 38 mL (76 mmol) LDA in THF (2N) was added 9.8 g (38 mmol) 1-tert-butyl 4-ethyl piperidine-1,4-dicarboxylate (commercially available) in 10 mL THF at −5° C. and stirred at −5° C. for 3 h. 10.58 g (76 mmol) 1-bromo-2-methoxyethane in 10 mL THF was added drop-wise, stirred for 1 h at −5° C. and stirred at room temperature over night. KHSO4 aq. (1M) was added and the mixture was extracted with ethyl acetate. The combined organic layers were dried with MgSO4 and evaporated to dryness... The reactants are S(=O)(=O)(O)O.NO (Hydroxylamine sulfate), O=C(CC#N)C1=CC=CC=C1 (3-oxo-3-phenylpropanenitrile), [OH-].[Na+] (NaOH), Cl (HCl). Run in O (H2O), CCO (EtOH). Product: C1(=CC=CC=C1)C1=CC(=NO1)N (5-phenyl-isoxazol-3-ylamine). RXN SMILES: S(O)(O)(=O)=O.[NH2:6]O.[O:8]=[C:9]([C:13]1[CH:18]=[CH:17][CH:16]=[CH:15][CH:14]=1)[CH2:10][C:11]#[N:12].[OH-].[Na+].Cl>O.CCO>[C:13]1([C:9]2[O:8][N:12]=[C:11]([NH2:6])[CH:10]=2)[CH:18]=[CH:17][CH:16]=[CH:15][CH:14]=1 |f:0.1,3.4|. Procedure details: Hydroxylamine sulfate (2.5 g, 30.3 mmol) is added to a stirred solution of 3-oxo-3-phenylpropanenitrile (4 g, 27.6 mmol) and NaOH (1.27 g, 31.7 mmol) in H2O (25 mL)/EtOH (25 mL). The mixture is stirred at rt and then heated to 80° C. for 22 h. At this point, conc. HCl (3.39 ml, 41.3 mmol) is added and the mixture heated at 80° C. for an additional 2 h. It is then basified to pH 10 and extracted with EtOAc to give 5-phenyl-isoxazol-3-ylamine. MS (ESI) m/z 161.2 (M+1). Starting materials: BrC=1C=C2C(=CN(C(C2=CC1)=O)CC(CO[Si](C)(C)C(C)(C)C)(C)C)S(=O)(=O)N1C[C@@H](N(CC1)C(=O)OC(C)(C)C)CO (tert-butyl (2R)-4-{[6-bromo-2-(3-{[tert-butyl(dimethyl)silyl]oxy}-2,2-dimethylpropyl)-1-oxo-1,2-dihydroisoquinolin-4-yl]sulfonyl}-2-(hydroxymethyl)piperazine-1-carboxylate), C1(CC1)NC(C1=CC(=C(C(=C1)B1OC(C(O1)(C)C)(C)C)C)F)=O (N-cyclopropyl-3-fluoro-4-methyl-5-(4,4,5,5-tetramethyl-1,3,2-dioxaborolan-2-yl)benzamide), Pd-118, C([O-])([O-])=O.[K+].[K+] (potassium carbonate). Run in CN(C)C=O (DMF). Reaction conditions: temperature 75 celsius, time 6 hour. Product: [Si](C)(C)(C(C)(C)C)OCC(CN1C(C2=CC=C(C=C2C(=C1)S(=O)(=O)N1C[C@@H](N(CC1)C(=O)OC(C)(C)C)CO)C1=C(C(=CC(=C1)C(NC1CC1)=O)F)C)=O)(C)C (tert-Butyl (2R)-4-({2-(3-{[tert-butyl(dimethyl)silyl]oxy}-2,2-dimethylpropyl)-6-[5-(cyclopropylcarbamoyl)-3-fluoro-2-methylphenyl]-1-oxo-1,2-dihydroisoquinolin-4-yl}sulfonyl)-2-(hydroxymethyl)piperazine-1-carboxylate). The yield is 80.0%. RXN SMILES: Br[C:2]1[CH:3]=[C:4]2[C:9](=[CH:10][CH:11]=1)[C:8](=[O:12])[N:7]([CH2:13][C:14]([CH3:25])([CH3:24])[CH2:15][O:16][Si:17]([C:20]([CH3:23])([CH3:22])[CH3:21])([CH3:19])[CH3:18])[CH:6]=[C:5]2[S:26]([N:29]1[CH2:34][CH2:33][N:32]([C:35]([O:37][C:38]([CH3:41])([CH3:40])[CH3:39])=[O:36])[C@@H:31]([CH2:42][OH:43])[CH2:30]1)(=[O:28])=[O:27].[CH:44]1([NH:47][C:48](=[O:66])[C:49]2[CH:54]=[C:53](B3OC(C)(C)C(C)(C)O3)[C:52]([CH3:64])=[C:51]([F:65])[CH:50]=2)[CH2:46][CH2:45]1.C(=O)([O-])[O-].[K+].[K+]>CN(C=O)C>[Si:17]([O:16][CH2:15][C:14]([CH3:24])([CH3:25])[CH2:13][N:7]1[CH:6]=[C:5]([S:26]([N:29]2[CH2:34][CH2:33][N:32]([C:35]([O:37][C:38]([CH3:40])([CH3:39])[CH3:41])=[O:36])[C@@H:31]([CH2:42][OH:43])[CH2:30]2)(=[O:28])=[O:27])[C:4]2[C:9](=[CH:10][CH:11]=[C:2]([C:53]3[CH:54]=[C:49]([C:48](=[O:66])[NH:47][CH:44]4[CH2:45][CH2:46]4)[CH:50]=[C:51]([F:65])[C:52]=3[CH3:64])[CH:3]=2)[C:8]1=[O:12])([C:20]([CH3:22])([CH3:21])[CH3:23])([CH3:19])[CH3:18] |f:2.3.4|. Procedure: A solution of tert-butyl (2R)-4-{[6-bromo-2-(3-{[tert-butyl(dimethyl)silyl]oxy}-2,2-dimethylpropyl)-1-oxo-1,2-dihydroisoquinolin-4-yl]sulfonyl}-2-(hydroxymethyl)piperazine-1-carboxylate (Example 49b, 0.58 g) in DMF (10 mL) was treated with N-cyclopropyl-3-fluoro-4-methyl-5-(4,4,5,5-tetramethyl-1,3,2-dioxaborolan-2-yl)benzamide (0.263 g), Pd-118 (0.016 g) and potassium carbonate (0.228 g). The resulting mixture was stirred at 75° C. for 6 h. The cooled reaction was concentrated under reduced pres... The reactants are C(C)(=O)NC1=C(N(C2=CC(=CC=C12)Cl)C(=O)OCC)C(=O)C=1OC=CC1 (3-Acetylamino-6-chloro-1-(ethoxycarbonyl)-2-(2-furoyl)indole), [K+].[Br-] (KBr). Product: C(C)(=O)NC1=C(NC2=CC(=CC=C12)Cl)C(=O)C=1OC=CC1 (3-Acetylamino-6-chloro-2-(2-furoyl)indole). Reaction SMILES: [C:1]([NH:4][C:5]1[C:13]2[C:8](=[CH:9][C:10]([Cl:14])=[CH:11][CH:12]=2)[N:7](C(OCC)=O)[C:6]=1[C:20]([C:22]1[O:23][CH:24]=[CH:25][CH:26]=1)=[O:21])(=[O:3])[CH3:2].[K+].[Br-]>>[C:1]([NH:4][C:5]1[C:13]2[C:8](=[CH:9][C:10]([Cl:14])=[CH:11][CH:12]=2)[NH:7][C:6]=1[C:20]([C:22]1[O:23][CH:24]=[CH:25][CH:26]=1)=[O:21])(=[O:3])[CH3:2] |f:1.2|. Reported procedure: The title compound was prepared according to the procedure described in step 2 of Example 2 (Method A) from 3-acetylamino-6-chloro-1-(ethoxycarbonyl)-2-(2-furoyl)indole (step 2). m.p.: 227-228° C. 1H-NMR (CDCl3) δ: 10.72 (1 H, br s), 9.42 (1 H, br s), 8.42 (1 H, J=9.2 Hz), 7.78 (1 H, dd, J=0.7, 1.8 Hz), 7.47 (1 H, dd, J=0.7, 3.7 Hz), 7.37 (1 H, d, J=1.5 Hz), 7.08 (1 H, dd, J=1.8, 8.8 Hz), 6.71 (1 H,dd, J=1.6, 3.5 Hz), 2.32 (3 H, s) IR (KBr) ν: 3450, 1690, 1620, 1600, 1580, 1570, 1480, 1460, 1340... The reactants are C(C)(=O)OCC (ethyl acetate), C([C@@H]1[C@H]([C@@H]([C@H]([C@H](O1)O[C@]2([C@H]([C@@H]([C@H](O2)CO)O)O)CO)O)O)O)O (saccharose), C([C@@H]1[C@H]([C@@H]([C@H]([C@H](O1)O[C@]2([C@H]([C@@H]([C@H](O2)CO)O)O)CO)O)O)O)O (saccharose), O (water), CC1(OC(=CC(O1)=O)CC(CCC1=CC=CC=C1)=O)C (2,2-dimethyl-6-(3-benzyl-2-oxopropyl)-1,3-dioxin-4-one). Reaction conditions: time 30 minute. The product is CC1(OC(=CC(O1)=O)CC(COCC1=CC=CC=C1)O)C ((-)-2,2-dimethyl-6-(3-benzyloxy-2-hydroxypropyl)-1,3-dioxin-4-one). The yield is 56.0%. As a reaction SMILES: [CH2:1]([OH:23])[C@H:2]1O[C@H:6]([O:8][C@:9]2(CO)O[C@H:12]([CH2:14]O)[C@@H:11](O)[C@@H:10]2O)[C@H:5]([OH:20])[C@@H:4](O)[C@@H:3]1[OH:22].O.[CH3:25][C:26]1([CH3:44])OC(=O)C=C(CC(=O)CCC2C=CC=CC=2)[O:27]1.[C:45](OCC)(=O)[CH3:46]>>[CH3:25][C:26]1([CH3:44])[O:27][C:1](=[O:23])[CH:2]=[C:3]([CH2:4][CH:5]([OH:20])[CH2:6][O:8][CH2:9][C:10]2[CH:11]=[CH:12][CH:14]=[CH:46][CH:45]=2)[O:22]1. Procedure: 30 g of baker's yeast (made by Oriental Yeast Co., Ltd.) and 15 g of saccharose were added in 30 ml of tap water at 32° C., and the solution was then stirred for 30 minutes. Afterward, 300 mg of 2,2-dimethyl-6-(3-benzyl-2-oxopropyl)-1,3-dioxin-4-one were added thereto, and the solution was then stirred overnight at the same temperature. 7.5 g of saccharose were further added thereto, followed by stirring overnight. Water of the reaction solution was then distilled off under reduced pressure, and... The reactants are O=C(Cl)c1ccccc1, c1ccc(COc2ccc(C3CNC3)c(OCc3ccccc3)c2)cc1, CCN(C(C)C)C(C)C, O=C(O)C(F)(F)F, C1CCOC1. The product is O=C(c1ccccc1)N1CC(c2ccc(OCc3ccccc3)cc2OCc2ccccc2)C1. RXN SMILES: [C:1]([c:2]1[cH:3][cH:4][cH:5][cH:6][cH:7]1)(=[O:8])[Cl:9].[CH2:17]([c:18]1[cH:19][cH:20][cH:21][cH:22][cH:23]1)[O:24][c:25]1[c:26]([CH:39]2[CH2:40][NH:41][CH2:42]2)[cH:27][cH:28][c:29]([O:31][CH2:32][c:33]2[cH:34][cH:35][cH:36][cH:37][cH:38]2)[cH:30]1.[CH:48]([N:49]([CH2:50][CH3:51])[CH:52]([CH3:53])[CH3:54])([CH3:55])[CH3:56].[F:10][C:11]([F:12])([F:13])[C:14]([OH:15])=[O:16].[O:43]1[CH2:44][CH2:45][CH2:46][CH2:47]1>>[C:1]([c:2]1[cH:3][cH:4][cH:5][cH:6][cH:7]1)(=[O:8])[N:41]1[CH2:40][CH:39]([c:26]2[c:25]([O:24][CH2:17][c:18]3[cH:19][cH:20][cH:21][cH:22][cH:23]3)[cH:30][c:29]([O:31][CH2:32][c:33]3[cH:34][cH:35][cH:36][cH:37][cH:38]3)[cH:28][cH:27]2)[CH2:42]1. Reactants: CC(C)C1=CC(=C(C(=C1)C(C)C)C2=C(C=CC=C2)P(C3CCCCC3)C4CCCCC4)C(C)C (X-Phos), ClC1=NC=C(C(=N1)N[C@H](/C=C/P(OC(C)C)(OC(C)C)=O)C(C)(C)C)F ((R,E)-diisopropyl (3-((2-chloro-5-fluoropyrimidin-4-yl)amino)-4,4-dimethylpent-1-en-1-yl)phosphonate), ClC1=NC=C(C(=N1)N[C@H](/C=C/P(OC(C)C)(OC(C)C)=O)C(C)(C)C)F ((R,E)-diisopropyl (3-((2-chloro-5-fluoropyrimidin-4-yl)amino)-4,4-dimethylpent-1-en-1-yl)phosphonate), FC=1C=C2C(=NC1)N(C=C2B2OC(C(O2)(C)C)(C)C)S(=O)(=O)C2=CC=C(C=C2)C (5-fluoro-1-(p-tolylsulfonyl)-3-(4,4,5,5-tetramethyl-1,3,2-dioxaborolan-2-yl)pyrrolo[2,3-b]pyridine), 7a, [O-]P(=O)([O-])[O-].[K+].[K+].[K+] (K3PO4). Reagents/catalysts: C=1C=CC(=CC1)/C=C/C(=O)/C=C/C2=CC=CC=C2.C=1C=CC(=CC1)/C=C/C(=O)/C=C/C2=CC=CC=C2.C=1C=CC(=CC1)/C=C/C(=O)/C=C/C2=CC=CC=C2.[Pd].[Pd] (Pd2(dba)3). The solvent is 2-Me THF, O (water). Conditions: temperature 100 celsius. The product is FC=1C(=NC(=NC1)C1=CN(C2=NC=C(C=C21)F)S(=O)(=O)C2=CC=C(C)C=C2)N[C@H](/C=C/P(OC(C)C)(OC(C)C)=O)C(C)(C)C ((R,E)-diisopropyl (3-((5-fluoro-2-(5-fluoro-1-tosyl-1H-pyrrolo[2,3-b]pyridin-3-yl)pyrimidin-4-yl)amino)-4,4-dimethylpent-1-en-1-yl)phosphonate). As a reaction SMILES: Cl[C:2]1[N:7]=[C:6]([NH:8][C@@H:9]([C:22]([CH3:25])([CH3:24])[CH3:23])/[CH:10]=[CH:11]/[P:12](=[O:21])([O:17][CH:18]([CH3:20])[CH3:19])[O:13][CH:14]([CH3:16])[CH3:15])[C:5]([F:26])=[CH:4][N:3]=1.[F:27][C:28]1[CH:29]=[C:30]2[C:36](B3OC(C)(C)C(C)(C)O3)=[CH:35][N:34]([S:46]([C:49]3[CH:54]=[CH:53][C:52]([CH3:55])=[CH:51][CH:50]=3)(=[O:48])=[O:47])[C:31]2=[N:32][CH:33]=1.[O-]P([O-])([O-])=O.[K+].[K+].[K+].CC(C1C=C(C(C)C)C(C2C=CC=CC=2P(C2CCCCC2)C2CCCCC2)=C(C(C)C)C=1)C>C1C=CC(/C=C/C(/C=C/C2C=CC=CC=2)=O)=CC=1.C1C=CC(/C=C/C(/C=C/C2C=CC=CC=2)=O)=CC=1.C1C=CC(/C=C/C(/C=C/C2C=CC=CC=2)=O)=CC=1.[Pd].[Pd].O>[F:26][C:5]1[C:6]([NH:8][C@@H:9]([C:22]([CH3:25])([CH3:24])[CH3:23])/[CH:10]=[CH:11]/[P:12](=[O:21])([O:17][CH:18]([CH3:20])[CH3:19])[O:13][CH:14]([CH3:16])[CH3:15])=[N:7][C:2]([C:36]2[C:30]3[C:31](=[N:32][CH:33]=[C:28]([F:27])[CH:29]=3)[N:34]([S:46]([C:49]3[CH:54]=[CH:53][C:52]([CH3:55])=[CH:51][CH:50]=3)(=[O:47])=[O:48])[CH:35]=2)=[N:3][CH:4]=1 |f:2.3.4.5,7.8.9.10.11|. Procedure: To a solution of (R,E)-diisopropyl (3-((2-chloro-5-fluoropyrimidin-4-yl)amino)-4,4-dimethylpent-1-en-1-yl)phosphonate, 16a, (0.81 g, 1.99 mmol) and 5-fluoro-1-(p-tolylsulfonyl)-3-(4,4,5,5-tetramethyl-1,3,2-dioxaborolan-2-yl)pyrrolo[2,3-b]pyridine, 7a, (1.24 g, 3.00 mmol) in 2-Me-THF (16 mL) was added K3PO4 (1.27 g, 3.00 mmol) and water (4 mL). The biphasic mixture was degassed under a stream of nitrogen for 15 minutes. Then, X-Phos (0.11 g, 0.24 mmol) and Pd2(dba)3 (0.06 g, 0.06 mmol) was added ... Reactants: [N+]1(=CC=C(C=C1)C1=CC=NC=C1)[O-] (4,4′-bipyridine-1-oxide), P(=O)(Cl)(Cl)Cl (phosphorus oxychloride). Conditions: temperature 110 celsius. Yields the product ClC1=NC=CC(=C1)C1=CC=NC=C1 (2-chloro-4,4′-bipyridine). Reaction SMILES: [N+:1]1([O-])[CH:6]=[CH:5][C:4]([C:7]2[CH:12]=[CH:11][N:10]=[CH:9][CH:8]=2)=[CH:3][CH:2]=1.P(Cl)(Cl)([Cl:16])=O>>[Cl:16][C:2]1[CH:3]=[C:4]([C:7]2[CH:12]=[CH:11][N:10]=[CH:9][CH:8]=2)[CH:5]=[CH:6][N:1]=1. Procedure details: The suspension of 4,4′-bipyridine-1-oxide (8.50 g, 49.36 mmol) in phosphorus oxychloride (80 mL) was heated to 110° C. overnight. The mixture was concentrated and the residue was treated with saturated aqueous NaHCO3 solution (150 mL) slowly and then Na2CO3 solution (2M) until it was basic. The alkaline solution was extracted with chloroform (4×300 mL). The combined organic layer was dried, treated with activated carbon and filtered through celite. The filtrate was concentrated and the resulting...